Dataset: the Open Reaction Database (ORD), a public repository of structured organic reaction records. Task: describe an organic reaction: reactants, conditions, products, and yield Reactants: BrCCC1OCCO1 (2-(2-Bromoethyl)-1,3-dioxolane), [Cl-].[Mg+2].[Cl-] (magnesium chloride), ClC=1C=C(C(=O)Cl)C=CC1Cl (3,4-dichlorobenzoyl chloride), [Mg] (magnesium), [Cl-].[NH4+] (ammonium chloride). The reagents and catalysts are [Cu]Br (copper(I) bromide). The solvent is O1CCCC1 (tetrahydrofuran), O1CCCC1 (tetrahydrofuran), O (water). Reaction conditions: time 15 minute. The product is ClC=1C=C(C=CC1Cl)C(CCC1OCCO1)=O (3',4'-dichloro-3-(1,3-dioxolan-2-yl)propiophenone). Isolated yield 51.0%. RXN SMILES: Br[CH2:2][CH2:3][CH:4]1[O:8][CH2:7][CH2:6][O:5]1.[Mg].[Cl-].[Mg+2].[Cl-].[Cl:13][C:14]1[CH:15]=[C:16]([CH:20]=[CH:21][C:22]=1[Cl:23])[C:17](Cl)=[O:18].[Cl-].[NH4+]>O1CCCC1.[Cu]Br.O>[Cl:13][C:14]1[CH:15]=[C:16]([C:17](=[O:18])[CH2:2][CH2:3][CH:4]2[O:8][CH2:7][CH2:6][O:5]2)[CH:20]=[CH:21][C:22]=1[Cl:23] |f:2.3.4,6.7|. Reported procedure: 2-(2-Bromoethyl)-1,3-dioxolane (32.7 ml) was added dropwise within 15 minutes under argon and while stirring at a maximum 30° C. to a suspension of Rieke magnesium, prepared from 37.5 g of magnesium chloride, in 1200 ml of absolute tetrahydrofuran. The suspension was stirred at room temperature for 15 minutes, cooled to 0° C. and, after the addition of 36.4 g of copper(I) bromide, stirred at 0° C. for 15 minutes. After cooling to -70° C. 45.0 g of 3,4-dichlorobenzoyl chloride dissolved in 100 ml... Starting materials: CN1CCCC1=O, Cc1cc(-c2cccc(C(F)(F)F)c2)c(Cl)nc1C(=O)N1CCC(N2CCCC2)CC1, [H-], [Na+], Oc1cccnc1. The product is Cc1cc(-c2cccc(C(F)(F)F)c2)c(Oc2cccnc2)nc1C(=O)N1CCC(N2CCCC2)CC1. RXN SMILES: [CH3:41][N:42]1[CH2:43][CH2:44][CH2:45][C:46]1=[O:47].[Cl:1][c:2]1[c:3](-[c:22]2[cH:23][c:24]([C:28]([F:29])([F:30])[F:31])[cH:25][cH:26][cH:27]2)[cH:4][c:5]([CH3:21])[c:6]([C:8](=[O:9])[N:10]2[CH2:11][CH2:12][CH:13]([N:16]3[CH2:17][CH2:18][CH2:19][CH2:20]3)[CH2:14][CH2:15]2)[n:7]1.[H-:39].[Na+:40].[n:32]1[cH:33][c:34]([OH:38])[cH:35][cH:36][cH:37]1>>[c:2]1([O:38][c:34]2[cH:33][n:32][cH:37][cH:36][cH:35]2)[c:3](-[c:22]2[cH:23][c:24]([C:28]([F:29])([F:30])[F:31])[cH:25][cH:26][cH:27]2)[cH:4][c:5]([CH3:21])[c:6]([C:8](=[O:9])[N:10]2[CH2:11][CH2:12][CH:13]([N:16]3[CH2:17][CH2:18][CH2:19][CH2:20]3)[CH2:14][CH2:15]2)[n:7]1. Starting materials: C(C)(=O)C=1C(=C(C(=C(C1)Cl)F)C(CO)NC(OC(C)(C)C)=O)OCC (tert-Butyl [1-(3-acetyl-5-chloro-2-ethoxy-6-fluorophenyl)-2-hydroxyethyl]carbamate), C(=O)(Cl)Cl (phosgene). The solvent is ClCCCl (1,2-dichloroethane), C1(=CC=CC=C1)C (toluene). Run at temperature 80 celsius. Product: C(C)(=O)C=1C(=C(C(=C(C1)Cl)F)C1NC(OC1)=O)OCC (4-(3-Acetyl-5-chloro-2-ethoxy-6-fluorophenyl)-1,3-oxazolidin-2-one). Reaction SMILES: [C:1]([C:4]1[C:5]([O:23][CH2:24][CH3:25])=[C:6]([CH:12]([NH:15][C:16](=[O:22])[O:17][C:18](C)(C)C)CO)[C:7]([F:11])=[C:8]([Cl:10])[CH:9]=1)(=[O:3])[CH3:2].C(Cl)(Cl)=O>ClCCCl.C1(C)C=CC=CC=1>[C:1]([C:4]1[C:5]([O:23][CH2:24][CH3:25])=[C:6]([CH:12]2[CH2:18][O:17][C:16](=[O:22])[NH:15]2)[C:7]([F:11])=[C:8]([Cl:10])[CH:9]=1)(=[O:3])[CH3:2]. Reported procedure: tert-Butyl [1-(3-acetyl-5-chloro-2-ethoxy-6-fluorophenyl)-2-hydroxyethyl]carbamate (234 mg, 0.62 mmol) (from Step 8) was dissolved in 1,2-dichloroethane (12 mL) and a solution of 2.0 M phosgene in toluene (0.93 mL) was added. The mixture was heated to 80° C. for 1.5 hours. Evaporation and purification on silica gel using ethyl acetate in hexanes (0-85%) gave the desired compound, 175 mg, 93%. LCMS calculated for C13H14ClFNO4 (M+H)+: m/z=302.1; found: 302.1. The reactants are CCOC(C)=O, O=c1[nH]c2ccccc2c2cc(CO)nn12, O=C=Nc1ccccc1, c1ccncc1. The product is O=C(Nc1ccccc1)OCc1cc2c3ccccc3[nH]c(=O)n2n1. As a reaction SMILES: [CH3:26][CH2:27][O:28][C:29](=[O:30])[CH3:31].[OH:1][CH2:2][c:3]1[n:4][n:5]2[c:6](=[O:16])[nH:7][c:8]3[cH:9][cH:10][cH:11][cH:12][c:13]3[c:14]2[cH:15]1.[c:17]1([N:23]=[C:24]=[O:25])[cH:18][cH:19][cH:20][cH:21][cH:22]1.[cH:32]1[cH:33][cH:34][n:35][cH:36][cH:37]1>>[O:1]([CH2:2][c:3]1[n:4][n:5]2[c:6](=[O:16])[nH:7][c:8]3[cH:9][cH:10][cH:11][cH:12][c:13]3[c:14]2[cH:15]1)[C:24]([NH:23][c:17]1[cH:18][cH:19][cH:20][cH:21][cH:22]1)=[O:25]. Starting materials: [H-].[Na+] (sodium hydride), OCC1CN(C(O1)C1=CC=CC=C1)C(C)C (5-hydroxymethyl-3-isopropyl-2-phenyl-oxazolidine), ClC1=NC=CC(=C1)C (2-chloro-4-methyl-pyridine). Yields the product COC1=NC=CC(=C1)C (methoxy-4-methyl-pyridine). Solvent: CN(C=O)C (dimethylformamide). Conditions: temperature 40 celsius, time 1.5 hour. Procedure details: 4.8 g of sodium hydride dispersion (55% strength) are cautiously added in portions to a solution of 27.5 g of 5-hydroxymethyl-3-isopropyl-2-phenyl-oxazolidine in 100 ml of dimethylformamide at 20°-40° C. and after foaming has ceased the mixture is stirred for a further 1-2 hours at 40° C. 12.7 g of 2-chloro-4-methyl-pyridine are then added and the reaction mixture is stirred for 2 hours at 80° C. After evaporating off the solvent in vacuo, the evaporation residue is taken up in ether and the eth... Reaction SMILES: [H-].[Na+].OC[CH:5]1[O:9][CH:8]([C:10]2[CH:15]=[CH:14]C=CC=2)[N:7]([CH:16]([CH3:18])C)C1.ClC1C=C(C)C=CN=1>CN(C)C=O>[CH3:5][O:9][C:8]1[CH:10]=[C:15]([CH3:14])[CH:18]=[CH:16][N:7]=1 |f:0.1|. As a reaction SMILES: Br[CH2:2][C:3]1[C:13]([Cl:14])=[N:12][CH:11]=[CH:10][C:4]=1[C:5]([O:7]CC)=O.Cl.[NH2:16][CH:17]([C:19]1[CH:20]=[C:21]([CH3:31])[C:22]([NH:25][CH2:26][C:27]([F:30])([F:29])[F:28])=[N:23][CH:24]=1)[CH3:18]>>[Cl:14][C:13]1[C:3]2[CH2:2][N:16]([CH:17]([C:19]3[CH:24]=[N:23][C:22]([NH:25][CH2:26][C:27]([F:30])([F:28])[F:29])=[C:21]([CH3:31])[CH:20]=3)[CH3:18])[C:5](=[O:7])[C:4]=2[CH:10]=[CH:11][N:12]=1 |f:1.2|. Yields the product ClC1=NC=CC2=C1CN(C2=O)C(C)C=2C=NC(=C(C2)C)NCC(F)(F)F (4-chloro-2-(1-(5-methyl-6-((2,2,2-trifluoroethyl)amino)pyridin-3-yl)ethyl)-2,3-dihydro-1H-pyrrolo[3,4-c]pyridin-1-one). Reported procedure: The title compound is prepared in 62% yield (220 mg, pale yellow solid) from ethyl 3-(bromomethyl)-2-chloroisonicotinate (260 mg, 0.93 mmol, Step-1 of Intermediate-1) and 5-(1-aminoethyl)-3-methyl-N-(2,2,2-trifluoroethyl)pyridin-2-amine hydrochloride (250 mg, 0.93 mmol, Amine-46, single enantiomer) in a similar manner to Intermediate-2. The yield is 62.0%. Reactants: BrCC1=C(C(=O)OCC)C=CN=C1Cl (ethyl 3-(bromomethyl)-2-chloroisonicotinate), Cl.NC(C)C=1C=C(C(=NC1)NCC(F)(F)F)C (5-(1-aminoethyl)-3-methyl-N-(2,2,2-trifluoroethyl)pyridin-2-amine hydrochloride). The reactants are C(C(C)C)OC(=O)Cl (isobutylchloroformate), COC=1C=C2C(=CN=C(C2=CC1OC)C(C1=CC(=CC=C1)OC)=O)C(=O)O (6,7-dimethoxy-1-(3-methoxy-benzoyl)-isoquinoline-4-carboxylic acid), Cl.C(C)OC(CN)=O (glycine ethyl ester hydrochloride). Run in C(C)N(CC)CC (triethylamine), CN(C=O)C (N,N-dimethylformamide), CN(C=O)C (dimethylformamide), C(C)N(CC)CC (triethylamine), C(C)(=O)OCC (ethyl acetate). Product: C(C)OC(CNC(=O)C1=CN=C(C2=CC(=C(C=C12)OC)OC)C(C1=CC(=CC=C1)OC)=O)=O ({[6,7-Dimethoxy-1-(3-methoxy-benzoyl)-isoquinoline-4-carbonyl]-amino}-acetic acid ethyl ester). Yield: 6.3%. Reaction SMILES: [CH3:1][O:2][C:3]1[CH:4]=[C:5]2[C:10](=[CH:11][C:12]=1[O:13][CH3:14])[C:9]([C:15](=[O:24])[C:16]1[CH:21]=[CH:20][CH:19]=[C:18]([O:22][CH3:23])[CH:17]=1)=[N:8][CH:7]=[C:6]2[C:25]([OH:27])=O.C(OC(Cl)=O)C(C)C.Cl.[CH2:37]([O:39][C:40](=[O:43])[CH2:41][NH2:42])[CH3:38]>CN(C)C=O.C(N(CC)CC)C.C(OCC)(=O)C>[CH2:37]([O:39][C:40](=[O:43])[CH2:41][NH:42][C:25]([C:6]1[C:5]2[C:10](=[CH:11][C:12]([O:13][CH3:14])=[C:3]([O:2][CH3:1])[CH:4]=2)[C:9]([C:15](=[O:24])[C:16]2[CH:21]=[CH:20][CH:19]=[C:18]([O:22][CH3:23])[CH:17]=2)=[N:8][CH:7]=1)=[O:27])[CH3:38] |f:2.3|. Procedure: A solution of 6,7-dimethoxy-1-(3-methoxy-benzoyl)-isoquinoline-4-carboxylic acid (30.0 mg, 81.65 mmol) in dry, N,N-dimethylformamide (2 mL) chilled in an ice-bath under argon. With stirring, triethylamine (14.4 uL, 102 mmol) and isobutylchloroformate (13.4 uL, 102 mmol) were added. The solution was stirred for 30 min and then solution of glycine ethyl ester hydrochloride (227 mg, 1,633 mM) in 4 mL of dimethylformamide and triethylamine (0.229 mL, 1.633 mM) were added and the reaction was allowed... Reactants: hydrobromide salt, N1CCC(CC1)C1=C(C=CC=C1)O (2-piperidin-4-yl-phenol), 3a, C(=O)(O)[O-].[Na+] (NaHCO3), C(Cl)Cl (CH2Cl2), O(C(=O)OC(C)(C)C)C(=O)OC(C)(C)C (O(Boc)2). Run in O (water), C1CCOC1 (THF). The product is C(C)(C)(C)OC(=O)N1CCC(CC1)C1=C(C=CC=C1)O (4-(2-hydroxy-phenyl)-piperidine-1-carboxylic acid tert-butyl ester), 2a. Yield: 85.0%. Reaction SMILES: [NH:1]1[CH2:6][CH2:5][CH:4]([C:7]2[CH:12]=[CH:11][CH:10]=[CH:9][C:8]=2[OH:13])[CH2:3][CH2:2]1.C([O-])(O)=O.[Na+].[O:19](C(OC(C)(C)C)=O)[C:20]([O:22][C:23]([CH3:26])([CH3:25])[CH3:24])=O.C(Cl)Cl>O.C1COCC1>[C:23]([O:22][C:20]([N:1]1[CH2:6][CH2:5][CH:4]([C:7]2[CH:12]=[CH:11][CH:10]=[CH:9][C:8]=2[OH:13])[CH2:3][CH2:2]1)=[O:19])([CH3:26])([CH3:25])[CH3:24] |f:1.2|. Reported procedure: A solution of the hydrobromide salt of 2-piperidin-4-yl-phenol Compound 3a (5.00 g, 19.37 mmol) in water (400 mL) was made basic to pH 8 by the addition of NaHCO3. A solution of O(Boc)2 (4.22 g, 19.36 mmol) in THF (80 mL) was added and the mixture was stirred at r.t. over night. CH2Cl2 (500 mL) was added and the organic layer was isolated and dried. The crude product was purified by chromatography to provide 4-(2-hydroxy-phenyl)-piperidine-1-carboxylic acid tert-butyl ester Compound 2a (4.56 g, ... Reactants: FC(OC=1C=C(C=CC1O)C=1OC2=C(C=NC(=C2)OC[C@H](C)NC(C)=O)N1)F (N-((2S)-1-((2-(3-(difluoromethoxy)-4-hydroxyphenyl)[1,3]oxazolo[4,5-c]pyridin-6-yl)oxy)propan-2-yl)acetamide), BrCC1C(C1)(F)F (2-(bromomethyl)-1,1-difluorocyclopropane). The product is FC1(C(C1)COC1=C(C=C(C=C1)C=1OC2=C(C=NC(=C2)OC[C@H](C)NC(C)=O)N1)OC(F)F)F (N-((2S)-1-((2-(4-((2,2-difluorocyclopropyl)methoxy)-3-(difluoromethoxy)phenyl)[1,3]oxazolo[4,5-c]pyridin-6-yl)oxy)propan-2-yl)acetamide). As a reaction SMILES: [F:1][CH:2]([F:28])[O:3][C:4]1[CH:5]=[C:6]([C:11]2[O:12][C:13]3[CH:18]=[C:17]([O:19][CH2:20][C@@H:21]([NH:23][C:24](=[O:26])[CH3:25])[CH3:22])[N:16]=[CH:15][C:14]=3[N:27]=2)[CH:7]=[CH:8][C:9]=1[OH:10].Br[CH2:30][CH:31]1[CH2:33][C:32]1([F:35])[F:34]>>[F:34][C:32]1([F:35])[CH2:33][CH:31]1[CH2:30][O:10][C:9]1[CH:8]=[CH:7][C:6]([C:11]2[O:12][C:13]3[CH:18]=[C:17]([O:19][CH2:20][C@@H:21]([NH:23][C:24](=[O:26])[CH3:25])[CH3:22])[N:16]=[CH:15][C:14]=3[N:27]=2)=[CH:5][C:4]=1[O:3][CH:2]([F:1])[F:28]. Reported procedure: Using N-((2S)-1-((2-(3-(difluoromethoxy)-4-hydroxyphenyl)[1,3]oxazolo[4,5-c]pyridin-6-yl)oxy)propan-2-yl)acetamide and 2-(bromomethyl)-1,1-difluorocyclopropane, and in the same manner as in Example 5, the title compound was obtained.